From a dataset of the Open Reaction Database (ORD), a public repository of structured organic reaction records. describe an organic reaction: reactants, conditions, products, and yield Starting materials: glycosyl, [Na] (sodium), ClC1=NC(=C2NC=NC2=N1)N (2-chloroadenine), ClC1=NC(=C2NC=NC2=N1)N=CN(C)C (2-chloro-6-[(dimethylaminomethylene)amino]purine), 2-deoxy sugar, [C@@H]1(C[C@H](O)[C@@H](CO)O1)N1C(=O)NC(=O)C(C)=C1 (thymidine), [C@@H]1(C[C@H](O)[C@@H](CO)O1)N1C(=O)NC(=O)C=C1 (2′-deoxyuridine). Yields the product C1[C@@H]([C@H](O[C@H]1N2C=NC3=C2N=C(N=C3N)Cl)CO)O (CldAdo). As a reaction SMILES: [Na].[C@@H:2]1(N2C=C(C)C(=O)NC2=O)[O:9][C@H:6]([CH2:7][OH:8])[C@@H:4]([OH:5])[CH2:3]1.[Cl:19][C:20]1[N:28]=[C:27]2[C:23]([NH:24][CH:25]=[N:26]2)=[C:22]([NH2:29])[N:21]=1.[C@@H]1(N2C=CC(=O)NC2=O)O[C@H](CO)[C@@H](O)C1.ClC1N=C2C(NC=N2)=C(N=CN(C)C)N=1>>[CH2:3]1[C@H:2]([N:26]2[C:27]3[N:28]=[C:20]([Cl:19])[N:21]=[C:22]([NH2:29])[C:23]=3[N:24]=[CH:25]2)[O:9][C@H:6]([CH2:7][OH:8])[C@H:4]1[OH:5] |^1:0|. Procedure: Stereoselective glycosylation of sodium salts of halopurines and analogues with 2-deoxy-3,5-di-O-p-toluoyl-α-D-erythro-pentofuranosyl chloride gave β-nucleoside anomers via predominant Walden inversion,17,18 and ammonolysis/deprotection gave CldAdo.19 Although the sodium salt glycosylation usually gave good anomeric stereoselectivity, minor quantities of a anomers and >10% of N7 regioisomers were usually formed.20,21 This requires separations and results in diminished yields of the desired N9 pr... The reactants are C(C=C)[C@H]1[C@H]2[C@@H]3CC[C@@H]([C@@]3(C)CC[C@@H]2[C@]2(CCC(C[C@@H]2C1)=O)C)O[Si](C)(C)C(C)(C)C (7α-allyl-17β-(tert-butyldimethylsilyloxy)-5α-androstan-3-one), C(C1=CC=CC=C1)OC=1C=C(C=C)C=C(C1)OCC1=CC=CC=C1 (3,5-dibenzyloxystyrene). The reagents and catalysts are C(C1=CC=CC=C1)(P(C1CCCCC1)(C1CCCCC1)C1CCCCC1)P(C1CCCCC1)(C1CCCCC1)C1CCCCC1.Cl[Ru]Cl (benzylidene-bis(tricyclohexylphosphine) dichlororuthenium). Run in C(Cl)Cl (methylene chloride). Run at temperature 30 celsius, time 14 hour. Yields the product [Si](C)(C)(C(C)(C)C)O[C@@H]1[C@]2(C)[C@@H](CC1)[C@@H]1[C@@H](C[C@H]3CC(CC[C@]3(C)[C@H]1CC2)=O)CC=CC2=CC(=CC(=C2)OCC2=CC=CC=C2)OCC2=CC=CC=C2 (17β-(tert-butyldimethylsilyloxy)-7α-(3-(3,5-dibenzyloxyphenyl)-2-propenyl)-5α-androstan-3-one). As a reaction SMILES: [CH2:1]([C@@H:4]1[CH2:21][C@@H:20]2[C@:15]([CH3:23])([CH2:16][CH2:17][C:18](=[O:22])[CH2:19]2)[C@@H:14]2[C@@H:5]1[C@H:6]1[C@@:10]([CH2:12][CH2:13]2)([CH3:11])[C@@H:9]([O:24][Si:25]([C:28]([CH3:31])([CH3:30])[CH3:29])([CH3:27])[CH3:26])[CH2:8][CH2:7]1)[CH:2]=[CH2:3].[CH2:32]([O:39][C:40]1[CH:41]=[C:42]([CH:45]=[C:46]([O:48][CH2:49][C:50]2[CH:55]=[CH:54][CH:53]=[CH:52][CH:51]=2)[CH:47]=1)C=C)[C:33]1[CH:38]=[CH:37][CH:36]=[CH:35][CH:34]=1>C(Cl)Cl.C(P(C1CCCCC1)(C1CCCCC1)C1CCCCC1)(P(C1CCCCC1)(C1CCCCC1)C1CCCCC1)C1C=CC=CC=1.Cl[Ru]Cl>[Si:25]([O:24][C@H:9]1[CH2:8][CH2:7][C@H:6]2[C@H:5]3[C@H:14]([CH2:13][CH2:12][C@:10]12[CH3:11])[C@:15]1([CH3:23])[C@H:20]([CH2:19][C:18](=[O:22])[CH2:17][CH2:16]1)[CH2:21][C@H:4]3[CH2:1][CH:2]=[CH:3][C:42]1[CH:45]=[C:46]([O:48][CH2:49][C:50]2[CH:55]=[CH:54][CH:53]=[CH:52][CH:51]=2)[CH:47]=[C:40]([O:39][CH2:32][C:33]2[CH:38]=[CH:37][CH:36]=[CH:35][CH:34]=2)[CH:41]=1)([C:28]([CH3:31])([CH3:30])[CH3:29])([CH3:26])[CH3:27] |f:3.4|. Procedure: Under argon atmosphere, 7α-allyl-17β-(tert-butyldimethylsilyloxy)-5α-androstan-3-one (200 mg), 3,5-dibenzyloxystyrene (285 mg) and benzylidene-bis(tricyclohexylphosphine)-dichlororuthenium (37 mg) were dissolved in methylene chloride (2.5 ml) and stirred at 30° C. for 14 hours. After evaporation under reduced pressure to remove the solvent, the residue was purified by silica gel column chromatography (eluent: ethyl acetate/n-hexane=1/5) to give 17β-(tert-butyldimethylsilyloxy)-7α-(3-(3,5-dibenzy...